Task: describe an organic reaction: reactants, conditions, products, and yield. Dataset: the Open Reaction Database (ORD), a public repository of structured organic reaction records Reactants: O1C=C(C=C1)B(O)O (3-furanboronic acid), Na3CO3, BrC1=CC=C(C=C1)C1=NC=CC=N1 (2-(4-bromo-phenyl)pyrimidine). The reagents and catalysts are C=1C=CC(=CC1)[P](C=2C=CC=CC2)(C=3C=CC=CC3)[Pd]([P](C=4C=CC=CC4)(C=5C=CC=CC5)C=6C=CC=CC6)([P](C=7C=CC=CC7)(C=8C=CC=CC8)C=9C=CC=CC9)[P](C=1C=CC=CC1)(C=1C=CC=CC1)C=1C=CC=CC1 (tetrakis(triphenylphosphine)palladium). The solvent is COCCOC (DME), C(C)O (ethanol), C(C)(=O)OCC (ethyl acetate). The product is O1C=C(C=C1)C1=CC=C(C=C1)C1=NC=CC=N1 (2-[4-(3-furanyl)phenyl]pyrimidine). Isolated yield 65.0%. Reaction SMILES: [O:1]1[CH:5]=[CH:4][C:3](B(O)O)=[CH:2]1.Br[C:10]1[CH:15]=[CH:14][C:13]([C:16]2[N:21]=[CH:20][CH:19]=[CH:18][N:17]=2)=[CH:12][CH:11]=1>C(O)C.COCCOC.C(OCC)(=O)C.C1C=CC([P]([Pd]([P](C2C=CC=CC=2)(C2C=CC=CC=2)C2C=CC=CC=2)([P](C2C=CC=CC=2)(C2C=CC=CC=2)C2C=CC=CC=2)[P](C2C=CC=CC=2)(C2C=CC=CC=2)C2C=CC=CC=2)(C2C=CC=CC=2)C2C=CC=CC=2)=CC=1>[O:1]1[CH:5]=[CH:4][C:3]([C:10]2[CH:15]=[CH:14][C:13]([C:16]3[N:17]=[CH:18][CH:19]=[CH:20][N:21]=3)=[CH:12][CH:11]=2)=[CH:2]1 |^1:40,42,61,80|. Procedure: A suspension of 3-furanboronic acid (672 mg, 6 mmol) in 2M aq. Na3CO3 (10 mL, 20 mmol) and ethanol (8 mL) was added to a solution of 2-(4-bromo-phenyl)pyrimidine (1.30 g, 5.55 mmol, prepared as described in U.S. Pat. No. 5,780,473) and tetrakis(triphenylphosphine)palladium (693 mg, 0.60 mmol) in DME (30 mL). The reaction mixture was refluxed for 18 h, cooled to rt, diluted with ethyl acetate, washed with sat. aq. NaHCO3 and brine, dried with Na2SO4, and concentrated in vacuo. Purification by med...